From a dataset of the Open Reaction Database (ORD), a public repository of structured organic reaction records. describe an organic reaction: reactants, conditions, products, and yield Starting materials: O=C1C=CCC1, ClCCl, O, c1cn[nH]c1. The product is O=C1CCC(n2cccn2)C1. Reaction SMILES: [C:6]1(=[O:11])[CH:7]=[CH:8][CH2:9][CH2:10]1.[Cl:13][CH2:14][Cl:15].[OH2:12].[nH:1]1[n:2][cH:3][cH:4][cH:5]1>>[n:1]1([CH:8]2[CH2:7][C:6](=[O:11])[CH2:10][CH2:9]2)[n:2][cH:3][cH:4][cH:5]1. Reported procedure: A solution of 4-[(S)-3-(tert-butoxycarbonylamino)pyrrolidin-1-yl]-2,3,6-trifluorobenzoic acid ethyl ester (Example 2b, 5.4 g, 13.9 mmol), cyclopropylamine (40 mL, 577 mmol), and dimethyl sulfoxide (28 mL) in a sealed glass tube is heated at 100° C. for 27 hours. The excess amine is removed by blowing in compressed air before the solution is concentrated under high vacuum. The residue is then purified by column chromatography (1:1:8 ethyl acetate/chloroform/hexanes) to afford the title compound (... As a reaction SMILES: [CH2:1]([O:3][C:4](=[O:27])[C:5]1[C:10]([F:11])=[CH:9][C:8]([N:12]2[CH2:16][CH2:15][C@H:14]([NH:17][C:18]([O:20][C:21]([CH3:24])([CH3:23])[CH3:22])=[O:19])[CH2:13]2)=[C:7]([F:25])[C:6]=1F)[CH3:2].[CH:28]1([NH2:31])[CH2:30][CH2:29]1>CS(C)=O>[CH2:1]([O:3][C:4](=[O:27])[C:5]1[C:10]([F:11])=[CH:9][C:8]([N:12]2[CH2:16][CH2:15][C@H:14]([NH:17][C:18]([O:20][C:21]([CH3:23])([CH3:24])[CH3:22])=[O:19])[CH2:13]2)=[C:7]([F:25])[C:6]=1[NH:31][CH:28]1[CH2:30][CH2:29]1)[CH3:2]. Starting materials: C(C)OC(C1=C(C(=C(C=C1F)N1C[C@H](CC1)NC(=O)OC(C)(C)C)F)F)=O (4-[(S)-3-(tert-butoxycarbonylamino)pyrrolidin-1-yl]-2,3,6-trifluorobenzoic acid ethyl ester), C1(CC1)N (cyclopropylamine). Product: C(C)OC(C1=C(C(=C(C=C1F)N1C[C@H](CC1)NC(=O)OC(C)(C)C)F)NC1CC1)=O (4-[(S)-3-tert-Butoxycarbonylaminopyrrolidin-1-yl]-2-cyclopropylamino-3,6-difluorobenzoic acid ethyl ester). The solvent is CS(=O)C (dimethyl sulfoxide). The yield is 81.2%. Starting materials: COC(=O)c1cc(OC)cc(OC)c1C, CN(C)C=O, ClCCl, O=P(Cl)(Cl)Cl. The product is COC(=O)c1c(C)c(OC)cc(OC)c1C=O. RXN SMILES: [CH3:11][O:12][C:13]([c:14]1[c:15]([CH3:24])[c:16]([O:22][CH3:23])[cH:17][c:18]([O:20][CH3:21])[cH:19]1)=[O:25].[CH3:1][N:2]([CH:3]=[O:4])[CH3:5].[Cl:26][CH2:27][Cl:28].[P:6]([Cl:7])([Cl:8])([Cl:9])=[O:10]>>[CH:3](=[O:4])[c:19]1[c:14]([C:13]([O:12][CH3:11])=[O:25])[c:15]([CH3:24])[c:16]([O:22][CH3:23])[cH:17][c:18]1[O:20][CH3:21].